describe an organic reaction: reactants, conditions, products, and yield From a dataset of the Open Reaction Database (ORD), a public repository of structured organic reaction records. Reactants: OCc1ccc(Br)cn1, ClCCl, O=C(OO)c1cccc(Cl)c1. Product: [O-][n+]1cc(Br)ccc1CO. As a reaction SMILES: [Br:1][c:2]1[cH:3][cH:4][c:5]([CH2:8][OH:9])[n:6][cH:7]1.[CH2:21]([Cl:22])[Cl:23].[OH:10][O:11][C:12]([c:13]1[cH:14][c:15]([Cl:16])[cH:17][cH:18][cH:19]1)=[O:20]>>[Br:1][c:2]1[cH:3][cH:4][c:5]([CH2:8][OH:9])[n+:6]([O-:10])[cH:7]1. Starting materials: C(C)(C)[N-]C(C)C (diisopropylamide), ClCC(CCl)O (1,3-dichloro-propan-2-ol), FC1=C(C=CC=C1)[N+](=O)[O-] (1-fluoro-2-nitro-benzene). Run in O (water), C1CCOC1 (THF). Run at temperature 0 celsius, time 15 minute. Product: ClCC(OC1=C(C=CC=C1)[N+](=O)[O-])CCl (1-(2-Chloro-1-chloromethyl-ethoxy)-2-nitro-benzene). Reaction SMILES: [Cl:1][CH2:2][CH:3]([OH:6])[CH2:4][Cl:5].C([N-]C(C)C)(C)C.F[C:15]1[CH:20]=[CH:19][CH:18]=[CH:17][C:16]=1[N+:21]([O-:23])=[O:22]>C1COCC1.O>[Cl:1][CH2:2][CH:3]([CH2:4][Cl:5])[O:6][C:15]1[CH:20]=[CH:19][CH:18]=[CH:17][C:16]=1[N+:21]([O-:23])=[O:22]. Procedure details: A solution of 1,3-dichloro-propan-2-ol (1.29 g, 10 mmoles) in THF, under nitrogen, was cooled to 0° C., treated dropwise with llithium diisopropylamide (LDA) (5 ml, 2M solution in hexanes, 10 mmoles), while maintaining the temperature constant at 0° C., stirred at 0° C. for 15 minutes, treated with 1-fluoro-2-nitro-benzene (1.2 g ml, 8.5 mmoles) and stirred at room temperature overnight. The reaction mixture was diluted with water and extracted with EtOAc. The extracts were combined, washed with...